This data is from the Open Reaction Database (ORD), a public repository of structured organic reaction records. The task is: describe an organic reaction: reactants, conditions, products, and yield Reactants: ClC=1C(=NC2=CC=C(C=C2N1)C(=O)OC)C1=CC=C(C=C1)F (methyl 3-chloro-2-(4-fluorophenyl)quinoxaline-6-carboxylate), C(C)NCC (diethylamine), CCN(C(C)C)C(C)C (DIEA). Run in CS(=O)C (DMSO). Run at temperature 70 celsius, time 8 hour. Yields the product C(C)N(C=1C(=NC2=CC=C(C=C2N1)C(=O)OC)C1=CC=C(C=C1)F)CC (methyl 3-(diethylamino)-2-(4-fluorophenyl)quinoxaline-6-carboxylate). The yield is 60.2%. As a reaction SMILES: Cl[C:2]1[C:3]([C:16]2[CH:21]=[CH:20][C:19]([F:22])=[CH:18][CH:17]=2)=[N:4][C:5]2[C:10]([N:11]=1)=[CH:9][C:8]([C:12]([O:14][CH3:15])=[O:13])=[CH:7][CH:6]=2.[CH2:23]([NH:25][CH2:26][CH3:27])[CH3:24].CCN(C(C)C)C(C)C>CS(C)=O>[CH2:23]([N:25]([CH2:26][CH3:27])[C:2]1[C:3]([C:16]2[CH:21]=[CH:20][C:19]([F:22])=[CH:18][CH:17]=2)=[N:4][C:5]2[C:10]([N:11]=1)=[CH:9][C:8]([C:12]([O:14][CH3:15])=[O:13])=[CH:7][CH:6]=2)[CH3:24]. Procedure: To a solution of methyl 3-chloro-2-(4-fluorophenyl)quinoxaline-6-carboxylate (150 mg, 0.47 mmol) in DMSO (2 mL) was added diethylamine (173 mg, 2.37 mmol) and DIEA (170 mg, 1.32 mmol). The resulting solution was stirred overnight at 70° C. and then quenched by the addition of water/ice (40 mL), extracted with ethyl acetate (3×20 mL), the organic layers combined and dried over anhydrous magnesium sulfate and concentrated in vacuo to give a residue. Purification via silica gel column chromatograph... The reactants are Cl, [Na+], [OH-], O, CCOC(=O)c1cnc2sc(I)cc2c1O. Product: O=C(O)c1cnc2sc(I)cc2c1O. RXN SMILES: [ClH:18].[Na+:20].[OH-:19].[OH2:17].[OH:1][c:2]1[c:3]2[c:4]([n:5][cH:6][c:7]1[C:8](=[O:9])[O:10][CH2:11][CH3:12])[s:13][c:14]([I:16])[cH:15]2>>[OH:1][c:2]1[c:3]2[c:4]([n:5][cH:6][c:7]1[C:8](=[O:9])[OH:10])[s:13][c:14]([I:16])[cH:15]2. Starting materials: COC(C1=CC=C(C(=O)OC)C=C1)=O (dimethylterephthalate), ClC(C1=CC=C(C=C1)C(Cl)(Cl)Cl)(Cl)Cl (1,4-bis-(trichloromethyl)-benzene), CCl (methyl chloride). The reagents and catalysts are [Mo](=O)(=O)=O (molybdenum trioxide). Yields the product C(C1=CC=C(C(=O)O)C=C1)(=O)O (terephthalic acid). The yield is 234.6%. RXN SMILES: C[O:2][C:3](=[O:14])[C:4]1[CH:13]=[CH:12][C:7]([C:8]([O:10]C)=[O:9])=[CH:6][CH:5]=1.ClC(Cl)(Cl)C1C=CC(C(Cl)(Cl)Cl)=CC=1.CCl>[Mo](=O)(=O)=O>[C:8]([OH:10])(=[O:9])[C:7]1[CH:12]=[CH:13][C:4]([C:3]([OH:14])=[O:2])=[CH:5][CH:6]=1. Procedure details: A two-liter round flask, equipped with thermometer, magnetic stirrer, Vigreux column (40 cm), fractionating column, air cooler and receiver, was filled with 777 g (4 moles) of dimethylterephthalate, 1252 g (4 moles) of 1,4-bis-(trichloromethyl)-benzene and 4 g of molybdenum trioxide. The flask contents were maintained for 3 hours at 170° to 175° C. The escaping methyl chloride was captured in a cooling trap following the receiver. In the vacuum distillation that followed, 1559 g of terephthalic ...